describe an organic reaction: reactants, conditions, products, and yield From a dataset of the Open Reaction Database (ORD), a public repository of structured organic reaction records. The reactants are CCCCC1CCNCC1, CO, O=C1COc2c(F)cccc2N1CCCCl, ClCCl, [I-], [K+], [K+], [Na+], O=C([O-])[O-]. Yields the product CCCCC1CCN(CCCN2C(=O)COc3c(F)cccc32)CC1. Reaction SMILES: [CH2:25]([CH2:26][CH2:27][CH3:28])[CH:29]1[CH2:30][CH2:31][NH:32][CH2:33][CH2:34]1.[CH3:38][OH:39].[Cl:1][CH2:2][CH2:3][CH2:4][N:5]1[C:6](=[O:16])[CH2:7][O:8][c:9]2[c:10]1[cH:11][cH:12][cH:13][c:14]2[F:15].[Cl:35][CH2:36][Cl:37].[I-:23].[K+:17].[K+:18].[Na+:24].[O-:19][C:20]([O-:21])=[O:22]>>[CH2:2]([CH2:3][CH2:4][N:5]1[C:6](=[O:16])[CH2:7][O:8][c:9]2[c:10]1[cH:11][cH:12][cH:13][c:14]2[F:15])[N:32]1[CH2:31][CH2:30][CH:29]([CH2:25][CH2:26][CH2:27][CH3:28])[CH2:34][CH2:33]1. Product: C(CCC)C1=NC2=C(N1CC1=CC=C(C=C1)C=1C(=CC=CC1)C(=O)O)C=C(C=C2)NCCC2CCCCC2 (4'-[(2-n-Butyl-6-(2-cyclohexyl-ethylamino)-benzimidazol-1-yl)-methyl]biphenyl-2-carboxylic acid). As a reaction SMILES: [CH2:1]([C:5]1[N:9]([CH2:10][C:11]2[CH:16]=[CH:15][C:14]([C:17]3[C:18]([C:23]([O:25]C(C)(C)C)=[O:24])=[CH:19][CH:20]=[CH:21][CH:22]=3)=[CH:13][CH:12]=2)[C:8]2[CH:30]=[C:31]([NH:34][CH2:35][CH2:36][CH:37]3[CH2:42][CH2:41][CH2:40][CH2:39][CH2:38]3)[CH:32]=[CH:33][C:7]=2[N:6]=1)[CH2:2][CH2:3][CH3:4].FC(F)(F)C(O)=O>>[CH2:1]([C:5]1[N:9]([CH2:10][C:11]2[CH:12]=[CH:13][C:14]([C:17]3[C:18]([C:23]([OH:25])=[O:24])=[CH:19][CH:20]=[CH:21][CH:22]=3)=[CH:15][CH:16]=2)[C:8]2[CH:30]=[C:31]([NH:34][CH2:35][CH2:36][CH:37]3[CH2:38][CH2:39][CH2:40][CH2:41][CH2:42]3)[CH:32]=[CH:33][C:7]=2[N:6]=1)[CH2:2][CH2:3][CH3:4]. Reactants: C(CCC)C1=NC2=C(N1CC1=CC=C(C=C1)C=1C(=CC=CC1)C(=O)OC(C)(C)C)C=C(C=C2)NCCC2CCCCC2 (tert.butyl 4'-[(2-n-butyl-6-(2-cyclohexyl-ethylamino)-benzimidazol-1-yl)-methyl]biphenyl-2-carboxylate), FC(C(=O)O)(F)F (trifluoroacetic acid). Procedure details: Prepared in analogous manner to Example 9 from tert.butyl 4'-[(2-n-butyl-6-(2-cyclohexyl-ethylamino)-benzimidazol-1-yl)-methyl]biphenyl-2-carboxylate and trifluoroacetic acid. Yields the product CNS(=O)(=O)c1cccc(-c2ccc3c(c2)C2(CC(c4ccccc4)O3)N=C(N)N(C)C2=O)c1. Starting materials: O=C([O-])[O-], C1COCCO1, CNS(=O)(=O)c1cccc(B(O)O)c1, [Cs+], [Cs+], CN1C(=O)C2(CC(c3ccccc3)Oc3ccc(Br)cc32)N=C1N, Cl[Pd]Cl, c1ccc(P(c2ccccc2)c2ccccc2)cc1, c1ccc(P(c2ccccc2)c2ccccc2)cc1. RXN SMILES: [C:45](=[O:46])([O-:47])[O-:48].[CH2:39]1[O:40][CH2:41][CH2:42][O:43][CH2:44]1.[CH3:25][NH:26][S:27](=[O:28])(=[O:29])[c:30]1[cH:31][c:32]([B:36]([OH:37])[OH:38])[cH:33][cH:34][cH:35]1.[Cs+:49].[Cs+:50].[NH2:1][C:2]1=[N:22][C:5]2([C:4](=[O:23])[N:3]1[CH3:24])[CH2:6][CH:7]([c:16]1[cH:17][cH:18][cH:19][cH:20][cH:21]1)[O:8][c:9]1[cH:10][cH:11][c:12]([Br:15])[cH:13][c:14]12.[Pd:51]([Cl:52])[Cl:53].[c:54]1([P:55]([c:56]2[cH:57][cH:58][cH:59][cH:60][cH:61]2)[c:62]2[cH:63][cH:64][cH:65][cH:66][cH:67]2)[cH:68][cH:69][cH:70][cH:71][cH:72]1.[c:73]1([P:74]([c:75]2[cH:76][cH:77][cH:78][cH:79][cH:80]2)[c:81]2[cH:82][cH:83][cH:84][cH:85][cH:86]2)[cH:87][cH:88][cH:89][cH:90][cH:91]1>>[NH2:1][C:2]1=[N:22][C:5]2([C:4](=[O:23])[N:3]1[CH3:24])[CH2:6][CH:7]([c:16]1[cH:17][cH:18][cH:19][cH:20][cH:21]1)[O:8][c:9]1[cH:10][cH:11][c:12](-[c:32]3[cH:31][c:30]([S:27]([NH:26][CH3:25])(=[O:28])=[O:29])[cH:35][cH:34][cH:33]3)[cH:13][c:14]12. The reactants are CN1N=CC=C1C=1C=C(C=CC1OC)NC(=O)NC1=CC=C(C=C1)Cl (1-[3-(2-methyl-2H-pyrazol-3-yl)-4-methoxy-phenyl]-3-(4-chloro-phenyl)-urea), ClC(C)Cl (dichloroethane), BrB(Br)Br (tribromoborane). The solvent is O (water). Yields the product CN1N=CC=C1C=1C=C(C=CC1O)NC(=O)NC1=CC=C(C=C1)Cl (1-[3-(2-methyl-2H-pyrazol-3-yl)-4-hydroxy-phenyl]-3-(4-chloro-phenyl)-urea). As a reaction SMILES: [CH3:1][N:2]1[C:6]([C:7]2[CH:8]=[C:9]([NH:15][C:16]([NH:18][C:19]3[CH:24]=[CH:23][C:22]([Cl:25])=[CH:21][CH:20]=3)=[O:17])[CH:10]=[CH:11][C:12]=2[O:13]C)=[CH:5][CH:4]=[N:3]1.ClC(Cl)C.BrB(Br)Br>O>[CH3:1][N:2]1[C:6]([C:7]2[CH:8]=[C:9]([NH:15][C:16]([NH:18][C:19]3[CH:20]=[CH:21][C:22]([Cl:25])=[CH:23][CH:24]=3)=[O:17])[CH:10]=[CH:11][C:12]=2[OH:13])=[CH:5][CH:4]=[N:3]1. Reported procedure: To a mixture of 1-[3-(2-methyl-2H-pyrazol-3-yl)-4-methoxy-phenyl]-3-(4-chloro-phenyl)-urea (6.35 g, 17.8 mmol) and dichloroethane (500 Lm), tribromoborane (10 mL, 106 mmol) was added. The mixture was allowed to warm to room temperature. After stirring over the weekend, the mixture was cooled in an ice bath and a mixture of ice cold ammonium hydroxide and water (ca. 100 mL) was added slowly. The mixture was transferred into a separatory funnel and extracted with methylene chloride and water. Soli... Starting materials: CC(C)(C)OC(=O)NC1CCC(CC1)C(=O)O ((1r,4r)-4-(tert-Butoxycarbonylamino)cyclohexanecarboxylic acid), COC(C)(C)OC (2,2-dimethoxypropane), Cl (HCl), CCOCC (ether). Solvent: CO (MeOH). Reaction conditions: time 8 hour. Yields the product COC(=O)C1CCC(CC1)N ((1r,4r)-Methyl 4-aminocyclohexanecarboxylate). Yield: 103.8%. RXN SMILES: CC(OC([NH:8][CH:9]1[CH2:14][CH2:13][CH:12]([C:15]([OH:17])=[O:16])[CH2:11][CH2:10]1)=O)(C)C.[CH3:18]OC(OC)(C)C.Cl.CCOCC>CO>[CH3:18][O:17][C:15]([CH:12]1[CH2:11][CH2:10][CH:9]([NH2:8])[CH2:14][CH2:13]1)=[O:16]. Reported procedure: (1r,4r)-4-(tert-Butoxycarbonylamino)cyclohexanecarboxylic acid (25 g, 103 mmol) was dissolved in MeOH (250 ml), to which 2,2-dimethoxypropane (10.70 g, 12.63 ml, 103 mmol) and then 2M HCl in ether (51 ml, 103 mmol) were added. The reaction mixture was stirred at room temperature overnight, then concentrated and the residue was treated with ether (100 ml). The resulting white suspension was filtered then dried to afford a white powder (16.8 g, 84% yield). Starting materials: FC(S(=O)(=O)OS(=O)(=O)C(F)(F)F)(F)F (trifluoromethanesulfonic anhydride), C([O-])([O-])=O.[Na+].[Na+] (sodium carbonate), [N+](=O)([O-])C1=CC=C(C=C1)OC(CC1=NC(=CC=C1C#N)Cl)=O ((6-chloro-3-cyano-pyridin-2-yl)-acetic acid 4-nitro-phenyl ester), C(=O)([O-])[O-].C(=O)([O-])[O-].OO.OO.OO.[Na+].[Na+].[Na+].[Na+] (sodium percarbonate). Run in ice water, C(C)#N (acetonitrile). Conditions: time 25 minute. The product is ClC1=CC=C(C(=[N+]1[O-])CC(=O)OC1=CC=C(C=C1)[N+](=O)[O-])C#N (6-chloro-3-cyano-2-(4-nitro-phenoxycarbonylmethyl)-pyridine 1-oxide), solid. Isolated yield 65.0%. Reaction SMILES: [N+:1]([C:4]1[CH:9]=[CH:8][C:7]([O:10][C:11](=[O:22])[CH2:12][C:13]2[C:18]([C:19]#[N:20])=[CH:17][CH:16]=[C:15]([Cl:21])[N:14]=2)=[CH:6][CH:5]=1)([O-:3])=[O:2].C([O-])([O-])=[O:24].C([O-])([O-])=O.OO.OO.OO.[Na+].[Na+].[Na+].[Na+].FC(F)(F)S(OS(C(F)(F)F)(=O)=O)(=O)=O.C(=O)([O-])[O-].[Na+].[Na+]>C(#N)C>[Cl:21][C:15]1[N+:14]([O-:24])=[C:13]([CH2:12][C:11]([O:10][C:7]2[CH:8]=[CH:9][C:4]([N+:1]([O-:3])=[O:2])=[CH:5][CH:6]=2)=[O:22])[C:18]([C:19]#[N:20])=[CH:17][CH:16]=1 |f:1.2.3.4.5.6.7.8.9,11.12.13|. Reported procedure: Another batch was prepared as follows: To a suspension of (6-chloro-3-cyano-pyridin-2-yl)-acetic acid 4-nitro-phenyl ester (157 mg, 0.5 mmol) and sodium percarbonate (157 mg, 1.0 mmol) in anhydrous acetonitrile (4 mL), cooled in an ice-water bath, was added trifluoromethanesulfonic anhydride dropwise (253 μL, 1.5 mmol). The reaction mixture turned into a translucent light yellow solution. After stirring for 3 hrs in ice-water bath, the reaction mixture was poured into saturated sodium carbonate ... Yield: 28.6%. The reactants are C1(CC1)CNCC=1NC(C2=C(N1)CCOC2)=O (2-[(cyclopropylmethyl-amino)-methyl]-3,5,7,8-tetrahydro-pyrano[4,3-d]pyrimidin-4-one), C(C#CC)OC1=CC=C(C(=O)C2CCN(CC2)CC(=O)O)C=C1 ([4-(4-but-2-ynyloxy-benzoyl)-piperidin-1-yl]-acetic acid). The product is C(C#CC)OC1=CC=C(C(=O)C2CCN(CC2)CC(=O)N(CC=2NC(C3=C(N2)CCOC3)=O)CC3CC3)C=C1 (2-[4-(4-But-2-ynyloxy-benzoyl)-piperidin-1-yl]-N-cyclopropylmethyl-N-(4-oxo-3,5,7,8-tetrahydro-4H-pyrano[4,3-d]pyrimidin-2-ylmethyl)-acetamide). Procedure: The title compound (90 mg) was prepared following the general procedure of Example 1 from 2-[(cyclopropylmethyl-amino)-methyl]-3,5,7,8-tetrahydro-pyrano[4,3-d]pyrimidin-4-one (140 mg, 0.59 mmol) and [4-(4-but-2-ynyloxy-benzoyl)-piperidin-1-yl]-acetic acid (187 mg, 0.59 mmol). 1H NMR (400 MHz, MeOD) δ: 8.01 (d, J=8.6 Hz, 2H), 7.08 (d, J=9.1 Hz, 2H), 4.79-4.76 (m, 2H), 4.66 (s, 1H), 4.57 (s, 1H), 4.50-4.45 (m, 2H), 4.39 (s, 2H), 3.92 (t, J=5.6 Hz, 2H), 3.80-3.67 (m, 2H), 3.36 (d, J=7.1 Hz, 2H), 3.... As a reaction SMILES: [CH:1]1([CH2:4][NH:5][CH2:6][C:7]2[NH:8][C:9](=[O:17])[C:10]3[CH2:16][O:15][CH2:14][CH2:13][C:11]=3[N:12]=2)[CH2:3][CH2:2]1.[CH2:18]([O:22][C:23]1[CH:40]=[CH:39][C:26]([C:27]([CH:29]2[CH2:34][CH2:33][N:32]([CH2:35][C:36](O)=[O:37])[CH2:31][CH2:30]2)=[O:28])=[CH:25][CH:24]=1)[C:19]#[C:20][CH3:21]>>[CH2:18]([O:22][C:23]1[CH:40]=[CH:39][C:26]([C:27]([CH:29]2[CH2:34][CH2:33][N:32]([CH2:35][C:36]([N:5]([CH2:4][CH:1]3[CH2:3][CH2:2]3)[CH2:6][C:7]3[NH:8][C:9](=[O:17])[C:10]4[CH2:16][O:15][CH2:14][CH2:13][C:11]=4[N:12]=3)=[O:37])[CH2:31][CH2:30]2)=[O:28])=[CH:25][CH:24]=1)[C:19]#[C:20][CH3:21]. Reactants: CC(=O)Nc1ccc(S(=O)(=O)Cl)cc1, [Na+], [OH-], O, NCCCn1ccnc1. Yields the product CC(=O)Nc1ccc(S(=O)(=O)NCCCn2ccnc2)cc1. Reaction SMILES: [C:10]([CH3:11])(=[O:12])[NH:13][c:14]1[cH:15][cH:16][c:17]([S:18](=[O:19])(=[O:20])[Cl:21])[cH:22][cH:23]1.[Na+:25].[OH-:24].[OH2:26].[n:1]1([CH2:6][CH2:7][CH2:8][NH2:9])[cH:2][n:3][cH:4][cH:5]1>>[n:1]1([CH2:6][CH2:7][CH2:8][NH:9][S:18]([c:17]2[cH:16][cH:15][c:14]([NH:13][C:10]([CH3:11])=[O:12])[cH:23][cH:22]2)(=[O:19])=[O:20])[cH:2][n:3][cH:4][cH:5]1.